Dataset: the Open Reaction Database (ORD), a public repository of structured organic reaction records. Task: describe an organic reaction: reactants, conditions, products, and yield The reactants are [Al+3].[Cl-].[Cl-].[Cl-] (AlCl3), N1=CC(=CC2=CC=CC=C12)C1=C(CC(C(=O)O)C)C=CC=C1 (2-(2-(3-quinolyl)benzyl)propionic acid), S(=O)(Cl)Cl (thionyl chloride), ice, Cl (HCl). Solvent: C1(=CC=CC=C1)C (toluene). Run at temperature 80 celsius. Product: CC1C(C2=CC=CC(=C2C1)C=1C=NC2=CC=CC=C2C1)=O (2-Methyl-4-(3-quinolyl)-1-indanone). Reaction SMILES: [N:1]1[C:10]2[C:5](=[CH:6][CH:7]=[CH:8][CH:9]=2)[CH:4]=[C:3]([C:11]2[CH:22]=[CH:21][CH:20]=[CH:19][C:12]=2[CH2:13][CH:14]([CH3:18])[C:15]([OH:17])=O)[CH:2]=1.S(Cl)(Cl)=O.[Al+3].[Cl-].[Cl-].[Cl-].Cl>C1(C)C=CC=CC=1>[CH3:18][CH:14]1[CH2:13][C:12]2[C:19](=[CH:20][CH:21]=[CH:22][C:11]=2[C:3]2[CH:2]=[N:1][C:10]3[C:5]([CH:4]=2)=[CH:6][CH:7]=[CH:8][CH:9]=3)[C:15]1=[O:17] |f:2.3.4.5|. Procedure details: A solution of 145 g (0.5 mol) of 2-(2-(3-quinolyl)benzyl)propionic acid in 119 g (1.0 mol) of thionyl chloride was stirred at room temperature for 18 hours. Excess thionyl chloride was removed at 10 mbar and the acid chloride was taken up in 400 cm3 of toluene. The solution was added dropwise at 10° C. to a suspension of 73 g (0.55 mol) of AlCl3 in 1000 cm3 of toluene and heated at 80° C. for 1 hour. The reaction mixture was poured onto 1000 g of ice and acidified with concentrated aqueous HCl t... The reactants are Cc1ccc2cccc(Br)c2n1, ClC(Cl)(Cl)Cl, CC(C)(C#N)N=NC(C)(C)C#N, O=C1CCC(=O)N1Br. Yields the product BrCc1ccc2cccc(Br)c2n1. As a reaction SMILES: [Br:1][c:2]1[cH:3][cH:4][cH:5][c:6]2[cH:7][cH:8][c:9]([CH3:12])[n:10][c:11]12.[C:33]([Cl:34])([Cl:35])([Cl:36])[Cl:37].[N:21]#[C:22][C:23]([N:24]=[N:25][C:26]([C:27]#[N:28])([CH3:29])[CH3:30])([CH3:31])[CH3:32].[O:13]=[C:14]1[N:15]([Br:20])[C:16](=[O:17])[CH2:18][CH2:19]1>>[Br:1][c:2]1[cH:3][cH:4][cH:5][c:6]2[cH:7][cH:8][c:9]([CH2:12][Br:20])[n:10][c:11]12.